Task: describe an organic reaction: reactants, conditions, products, and yield. Dataset: the Open Reaction Database (ORD), a public repository of structured organic reaction records The reactants are ice water, ClC1=C(C(=CC(=C1)OCC=C(Cl)Cl)Cl)O (2,6-dichloro-4-(3,3-dichloro-2-propenyloxy)phenol), ClC1=CC=C(OCCCBr)C=C1 (3-(4-chlorophenoxy)propyl bromide), C([O-])([O-])=O.[K+].[K+] (potassium carbonate), crude product. The solvent is CN(C=O)C (N,N-dimethylformamide). Reaction conditions: temperature 80 celsius, time 6 hour. The product is ClC=1C=C(C=C(C1OCCCOC1=CC=C(C=C1)Cl)Cl)OCC=C(Cl)Cl (3,5-dichloro-1-(3,3-dichloro-2-propenyloxy)-4-(3-(4-chlorophenoxy)propyloxy)benzene). Isolated yield 55.9%. RXN SMILES: [Cl:1][C:2]1[CH:7]=[C:6]([O:8][CH2:9][CH:10]=[C:11]([Cl:13])[Cl:12])[CH:5]=[C:4]([Cl:14])[C:3]=1[OH:15].[Cl:16][C:17]1[CH:27]=[CH:26][C:20]([O:21][CH2:22][CH2:23][CH2:24]Br)=[CH:19][CH:18]=1.C(=O)([O-])[O-].[K+].[K+]>CN(C)C=O>[Cl:1][C:2]1[CH:7]=[C:6]([O:8][CH2:9][CH:10]=[C:11]([Cl:13])[Cl:12])[CH:5]=[C:4]([Cl:14])[C:3]=1[O:15][CH2:24][CH2:23][CH2:22][O:21][C:20]1[CH:19]=[CH:18][C:17]([Cl:16])=[CH:27][CH:26]=1 |f:2.3.4|. Reported procedure: A mixture of 1.14 g of 2,6-dichloro-4-(3,3-dichloro-2-propenyloxy)phenol, 1.20 g of 3-(4-chlorophenoxy)propyl bromide, 0.83 g of potassium carbonate and 20 ml of N,N-dimethylformamide was stirred at 80° C. for 6 hours. The reaction mixture was poured into ice-water, and extracted twice with 50 ml of diethyl ether. The combined ether layer was washed with water, dried with anhydrous magnesium sulfate, and concentrated to obtain a crude product. The crude product was subjected to silica gel chroma...